Dataset: the Open Reaction Database (ORD), a public repository of structured organic reaction records. Task: describe an organic reaction: reactants, conditions, products, and yield The reactants are CCO, CCOC(=O)C=Cc1ccc(OC)cc1F, C1CCOC1, O=[Pt]. Product: CCOC(=O)CCc1ccc(OC)cc1F. RXN SMILES: [CH3:24][CH2:25][OH:26].[F:1][c:2]1[c:3]([CH:10]=[CH:11][C:12](=[O:13])[O:14][CH2:15][CH3:16])[cH:4][cH:5][c:6]([O:8][CH3:9])[cH:7]1.[O:17]1[CH2:18][CH2:19][CH2:20][CH2:21]1.[Pt:22]=[O:23]>>[F:1][c:2]1[c:3]([CH2:10][CH2:11][C:12](=[O:13])[O:14][CH2:15][CH3:16])[cH:4][cH:5][c:6]([O:8][CH3:9])[cH:7]1. The reactants are FC1=CC=C(CN2C3=C(C4=CC=CC=C24)C(=C(N(C3=O)C)CO)C3=CC=C(C=C3)C)C=C1 (9-(4-fluorobenzyl)-3-(hydroxymethyl)-2-methyl-4-(p-tolyl)-2,9-dihydro-1H-pyrido[3,4-b]indol-1-one), S(=O)(Br)Br (Thionyl bromide), [C-]#N.[K+] (KCN). Solvent: [Cl-].[Na+].O (Brine). Conditions: temperature 70 celsius, time 8 hour. The product is FC1=CC=C(CN2C3=C(C4=CC=CC=C24)C(=C(N(C3=O)C)CC#N)C3=CC=C(C=C3)C)C=C1 (2-(9-(4-fluorobenzyl)-2-methyl-1-oxo-4-(p-tolyl)-2,9-dihydro-1H-pyrido[3,4-b]indol-3-yl)acetonitrile). The yield is 86.3%. As a reaction SMILES: [F:1][C:2]1[CH:32]=[CH:31][C:5]([CH2:6][N:7]2[C:15]3[C:10](=[CH:11][CH:12]=[CH:13][CH:14]=3)[C:9]3[C:16]([C:24]4[CH:29]=[CH:28][C:27]([CH3:30])=[CH:26][CH:25]=4)=[C:17]([CH2:22]O)[N:18]([CH3:21])[C:19](=[O:20])[C:8]2=3)=[CH:4][CH:3]=1.S(Br)(Br)=O.[C-:37]#[N:38].[K+]>[Cl-].[Na+].O>[F:1][C:2]1[CH:32]=[CH:31][C:5]([CH2:6][N:7]2[C:15]3[C:10](=[CH:11][CH:12]=[CH:13][CH:14]=3)[C:9]3[C:16]([C:24]4[CH:25]=[CH:26][C:27]([CH3:30])=[CH:28][CH:29]=4)=[C:17]([CH2:22][C:37]#[N:38])[N:18]([CH3:21])[C:19](=[O:20])[C:8]2=3)=[CH:4][CH:3]=1 |f:2.3,4.5.6|. Procedure: A solution of 9-(4-fluorobenzyl)-3-(hydroxymethyl)-2-methyl-4-(p-tolyl)-2,9-dihydro-1H-pyrido[3,4-b]indol-1-one (125 mg, 0.293 mmol) 1,2-Dichloroethane (DCE) (3 mL) was treated with Thionyl bromide (0.022 mL, 0.293 mmol), heated at 70° C. for 2 hours and then concentrated to dryness. The resultant was dissolved in DMF (2 mL), treated with KCN (76 mg, 1.17 mmol) and then stirred at room temperature overnight. Brine was added and the mixture was extracted with ethyl acetate. The combined extracts ...